From a dataset of the Open Reaction Database (ORD), a public repository of structured organic reaction records. describe an organic reaction: reactants, conditions, products, and yield The reactants are ice water, C(C1=CC=CC=C1)(=O)OOC(C1=CC=CC=C1)=O (Benzoyl peroxide), C(C(=C)C)(=O)O.C(C)[GeH](CC)CC (triethylgermane methacrylate), C(C(=C)C)(=O)OC (methyl methacrylate), CCCCCC (n-hexane), C(C(=C)C)(=O)O.C(C)[GeH](CC)CC (triethylgermane methacrylate), C(C(=C)C)(=O)OC (methyl methacrylate), C(C1=CC=CC=C1)(=O)OOC(C1=CC=CC=C1)=O (benzoyl peroxide). Run in C=1(C(=CC=CC1)C)C (xylene), C=1(C(=CC=CC1)C)C (xylene). Run at time 8 hour. Product: C(C(=C)C)(=O)O.C(C)[GeH](CC)CC.C(C(=C)C)(=O)OC (triethylgermane methacrylate methyl methacrylate). As a reaction SMILES: [C:1]([OH:6])(=[O:5])[C:2]([CH3:4])=[CH2:3].[CH2:7]([GeH:9]([CH2:12][CH3:13])[CH2:10][CH3:11])[CH3:8].[C:14]([O:19][CH3:20])(=[O:18])[C:15]([CH3:17])=[CH2:16].C(OOC(=O)C1C=CC=CC=1)(=O)C1C=CC=CC=1.CCCCCC>C1(C)C(C)=CC=CC=1>[C:1]([OH:6])(=[O:5])[C:2]([CH3:4])=[CH2:3].[CH2:7]([GeH:9]([CH2:12][CH3:13])[CH2:10][CH3:11])[CH3:8].[C:14]([O:19][CH3:20])(=[O:18])[C:15]([CH3:17])=[CH2:16] |f:0.1,6.7.8|. Procedure: Methacrylic acid (0.1 mol) and hexaethyldigermoxane (0.05 mol) were dissolved in xylene and subjected to reaction. The water that formed as the reaction proceeded was removed with the solvent by distillation. The by-product of the reaction was distilled off under vacuum and the residue was dried under vacuum to obtain triethylgermane methacrylate (m.p. 78° C.; yield, 70%). This triethylgermane methacrylate and methyl methacrylate were put into a round-bottom flask at a molar ratio of 1:1 and xyl...